Dataset: the Open Reaction Database (ORD), a public repository of structured organic reaction records. Task: describe an organic reaction: reactants, conditions, products, and yield Reactants: C(C)[SiH](CC)CC (triethylsilane), ClC=1C(=CC(=C(C1)NC(C)=O)C)C(CCl)=O (N-[5-Chloro-4-(2-chloro-acetyl)-2-methyl-phenyl]-acetamide), ice H2O. Solvent: FC(C(=O)O)(F)F (trifluoroacetic acid). Conditions: temperature 60 celsius, time 8 hour. The product is ClC=1C(=CC(=C(C1)NC(C)=O)C)CCCl (N-[5-CHLORO-4-(2-CHLORO-ETHYL)-2-METHYL-PHENYL]-ACETAMIDE). Yield: 88.2%. RXN SMILES: [Cl:1][C:2]1[C:3]([C:13](=O)[CH2:14][Cl:15])=[CH:4][C:5]([CH3:12])=[C:6]([NH:8][C:9](=[O:11])[CH3:10])[CH:7]=1.C([SiH](CC)CC)C>FC(F)(F)C(O)=O>[Cl:1][C:2]1[C:3]([CH2:13][CH2:14][Cl:15])=[CH:4][C:5]([CH3:12])=[C:6]([NH:8][C:9](=[O:11])[CH3:10])[CH:7]=1. Reported procedure: To a solution of N-[5-Chloro-4-(2-chloro-acetyl)-2-methyl-phenyl]-acetamide (10 g, 38.44 mmol) in trifluoroacetic acid (100 mL) at <20° C. was added portionwise, triethylsilane (15.35 mL, 96.1 mmol). The reaction was heated to 60° C. and stirred overnight. The reaction was cooled to rt and poured over ice/H2O and stirred for 30 min as a grey precipitate formed. The precipitate was collected by filtration and dried in vacuo overnight to give desired product (8.35 g, 33.92 mmol). Yield=88%; MS (AP... The reactants are NC1=NC=C(C=C1)Br (2-amino-5-bromopyridine), ClC(=O)OCC1=CC=CC=C1 (benzyl chloroformate). Solvent: C(Cl)(Cl)Cl (chloroform), C(Cl)(Cl)Cl (chloroform). Conditions: time 15 minute. Product: C(C1=CC=CC=C1)OC(NC1=NC=C(C=C1)Br)=O ((5-Bromo-pyridin-2-yl)-carbamic acid benzyl ester). As a reaction SMILES: [NH2:1][C:2]1[CH:7]=[CH:6][C:5]([Br:8])=[CH:4][N:3]=1.Cl[C:10]([O:12][CH2:13][C:14]1[CH:19]=[CH:18][CH:17]=[CH:16][CH:15]=1)=[O:11]>C(Cl)(Cl)Cl>[CH2:13]([O:12][C:10](=[O:11])[NH:1][C:2]1[CH:7]=[CH:6][C:5]([Br:8])=[CH:4][N:3]=1)[C:14]1[CH:19]=[CH:18][CH:17]=[CH:16][CH:15]=1. Reported procedure: A solution of 2-amino-5-bromopyridine (6.92 g, 40 mmol) and 6.22 g (48 mmol) of diisoproplethylamine in 50 mL of chloroform was added dropwise to a solution of 8.19 g (48 mmol) of benzyl chloroformate in 20 mL of chloroform at about 0° C., with stirring. A voluminous white precipitate formed. After about 15 minutes, the mixture was filtered and the precipitate was washed three times with chloroform and dried to give 2.70 g of the title product, mp 184° C. (dec) (recrystallization solvent=2-propa... Reactants: C(C)(C)(C)OC(=O)N1[C@@H](CC(C1)=NOC)C(=O)O ((2S,4EZ)-1-(tert-butoxycarbonyl)4-(methoxyimino)-2-pyrrolidinecarboxylic acid), COC1=C(C=CC=C1)C1=CC=C(C=C1)C(=O)O (2′-methoxy[1,1′-biphenyl]-4-carboxylic-acid), CO (methanol). Yields the product COC1=C(C=CC=C1)C1=CC=C(C=C1)C(=O)N1[C@@H](CC(C1)=NOC)C(=O)OC (Methyl (2S,4EZ)-1-[(2′-methoxy[1,1′-biphenyl]-4-yl)carbonyl]-4-(methoxyimino)-2-pyrrolidinecarboxylate). As a reaction SMILES: C(O[C:6]([N:8]1[CH2:12][C:11](=[N:13][O:14][CH3:15])[CH2:10][C@H:9]1[C:16]([OH:18])=[O:17])=[O:7])(C)(C)C.[CH3:19][O:20][C:21]1[CH:26]=[CH:25][CH:24]=[CH:23][C:22]=1[C:27]1[CH:32]=[CH:31][C:30](C(O)=O)=[CH:29][CH:28]=1.[CH3:36]O>>[CH3:19][O:20][C:21]1[CH:26]=[CH:25][CH:24]=[CH:23][C:22]=1[C:27]1[CH:32]=[CH:31][C:30]([C:6]([N:8]2[CH2:12][C:11](=[N:13][O:14][CH3:15])[CH2:10][C@H:9]2[C:16]([O:18][CH3:36])=[O:17])=[O:7])=[CH:29][CH:28]=1. Procedure: Following the general method as outlined in Example 11, starting from (2S,4EZ)-1-(tert-butoxycarbonyl)4-(methoxyimino)-2-pyrrolidinecarboxylic acid, 2′-methoxy[1,1′-biphenyl]-4-carboxylic-acid, and methanol, the title compound was isolated as a mixture of two isomers in 92.1% purity by HPLC. The reactants are C(=O)([O-])[O-].[Cs+].[Cs+] (Cs2CO3), C1=CC=C(C=C1)P(C2=CC=CC=C2)C3=C(C4=CC=CC=C4C=C3)C5=C(C=CC6=CC=CC=C65)P(C7=CC=CC=C7)C8=CC=CC=C8 (rac-Binap), ClC1=NC=C(C=C1[C@@H]1N(CCC1)C1=NC=2N(C=C1)N=CC2C(=O)OCC)F ((R)-ethyl 5-(2-(2-chloro-5-fluoropyridin-3-yl)pyrrolidin-1-yl)pyrazolo[1,5-a]pyrimidine-3-carboxylate), NCCNC(OC(C)(C)C)=O (tert-butyl 2-aminoethylcarbamate). Reagents/catalysts: C=1C=CC(=CC1)/C=C/C(=O)/C=C/C2=CC=CC=C2.C=1C=CC(=CC1)/C=C/C(=O)/C=C/C2=CC=CC=C2.C=1C=CC(=CC1)/C=C/C(=O)/C=C/C2=CC=CC=C2.[Pd].[Pd] (Pd2 dba3). Run in C1(=CC=CC=C1)C (toluene). Product: C(C)(C)(C)OC(=O)NCCNC1=NC=C(C=C1[C@@H]1N(CCC1)C1=NC=2N(C=C1)N=CC2C(=O)OCC)F ((R)-ethyl 5-(2-(2-(2-(tert-butoxycarbonylamino)ethylamino)-5-fluoropyridin-3-yl)pyrrolidin-1-yl)pyrazolo[1,5-a]pyrimidine-3-carboxylate). Isolated yield 57.8%. Reaction SMILES: C([O-])([O-])=O.[Cs+].[Cs+].C1C=CC(P(C2C=CC3C(=CC=CC=3)C=2C2C3C(=CC=CC=3)C=CC=2P(C2C=CC=CC=2)C2C=CC=CC=2)C2C=CC=CC=2)=CC=1.Cl[C:54]1[C:59]([C@H:60]2[CH2:64][CH2:63][CH2:62][N:61]2[C:65]2[CH:70]=[CH:69][N:68]3[N:71]=[CH:72][C:73]([C:74]([O:76][CH2:77][CH3:78])=[O:75])=[C:67]3[N:66]=2)=[CH:58][C:57]([F:79])=[CH:56][N:55]=1.[NH2:80][CH2:81][CH2:82][NH:83][C:84](=[O:90])[O:85][C:86]([CH3:89])([CH3:88])[CH3:87]>C1(C)C=CC=CC=1.C1C=CC(/C=C/C(/C=C/C2C=CC=CC=2)=O)=CC=1.C1C=CC(/C=C/C(/C=C/C2C=CC=CC=2)=O)=CC=1.C1C=CC(/C=C/C(/C=C/C2C=CC=CC=2)=O)=CC=1.[Pd].[Pd]>[C:86]([O:85][C:84]([NH:83][CH2:82][CH2:81][NH:80][C:54]1[C:59]([C@H:60]2[CH2:64][CH2:63][CH2:62][N:61]2[C:65]2[CH:70]=[CH:69][N:68]3[N:71]=[CH:72][C:73]([C:74]([O:76][CH2:77][CH3:78])=[O:75])=[C:67]3[N:66]=2)=[CH:58][C:57]([F:79])=[CH:56][N:55]=1)=[O:90])([CH3:89])([CH3:88])[CH3:87] |f:0.1.2,7.8.9.10.11|. Reported procedure: A mixture of Pd2 dba3 (7.05 mg, 0.00770 mmol), Cs2CO3 (125 mg, 0.385 mmol), rac-Binap (19.2 mg, 0.0308 mmol), (R)-ethyl 5-(2-(2-chloro-5-fluoropyridin-3-yl)pyrrolidin-1-yl)pyrazolo[1,5-a]pyrimidine-3-carboxylate (50 mg, 0.128 mmol), and tert-butyl 2-aminoethylcarbamate (24.7 mg, 0.154 mmol) in degassed toluene (1 mL) was first purged with nitrogen, then sealed and subjected to microwave irradiation (120° C.) for 16 hours. After cooled to ambient temperature, the reaction mixture was diluted with... The reactants are CN(C1=CC=C(C=NN2C(=NC=C2)CC)C=C1)C (1-[[p-(dimethylamino)benzylidene]-amino]-2-ethylimidazole), COC=1C=C(C(CBr)=O)C=C(C1OC)OC (3,4,5-trimethoxyphenacyl bromide). Reported procedure: 1.44 g (6 mmol) of 1-[[p-(dimethylamino)benzylidene]-amino]-2-ethylimidazole are dissolved in 20 ml of methylene chloride. The solution is treated with 1.72 g (6 mmol) of 3,4,5-trimethoxyphenacyl bromide and left to stand at room temperature for 46 hours. The product is crystallized out by the addition of ether and recrystallized from ethanol. There is obtained 1-[[p-(dimethylamino)benzylidene]amino]-2-ethyl-3-(3,4,5-trimethoxyphenacyl)-imidazolium bromide of melting point 232° (decomposition). Run at time 46 hour. RXN SMILES: [CH3:1][N:2]([CH3:18])[C:3]1[CH:17]=[CH:16][C:6]([CH:7]=[N:8][N:9]2[CH:13]=[CH:12][N:11]=[C:10]2[CH2:14][CH3:15])=[CH:5][CH:4]=1.[CH3:19][O:20][C:21]1[CH:22]=[C:23]([CH:28]=[C:29]([O:33][CH3:34])[C:30]=1[O:31][CH3:32])[C:24](=[O:27])[CH2:25][Br:26]>C(Cl)Cl>[Br-:26].[CH3:18][N:2]([CH3:1])[C:3]1[CH:4]=[CH:5][C:6]([CH:7]=[N:8][N+:9]2[CH:13]=[CH:12][N:11]([CH2:25][C:24]([C:23]3[CH:28]=[C:29]([O:33][CH3:34])[C:30]([O:31][CH3:32])=[C:21]([O:20][CH3:19])[CH:22]=3)=[O:27])[C:10]=2[CH2:14][CH3:15])=[CH:16][CH:17]=1 |f:3.4|. Yields the product [Br-].CN(C1=CC=C(C=N[N+]2=C(N(C=C2)CC(=O)C2=CC(=C(C(=C2)OC)OC)OC)CC)C=C1)C (1-[[p-(dimethylamino)benzylidene]amino]-2-ethyl-3-(3,4,5-trimethoxyphenacyl)-imidazolium bromide). Run in C(Cl)Cl (methylene chloride). Starting materials: O=C1CCC(=O)N1Br, O=C(OOC(=O)c1ccccc1)c1ccccc1, ClC(Cl)(Cl)Cl, CCOC(=O)C=C(C)Oc1cccc2ccccc12. The product is CCOC(=O)C=C(CBr)Oc1cccc2ccccc12. Reaction SMILES: [Br:20][N:21]1[C:22](=[O:23])[CH2:24][CH2:25][C:26]1=[O:27].[C:28]([O:29][O:30][C:31](=[O:32])[c:33]1[cH:34][cH:35][cH:36][cH:37][cH:38]1)(=[O:39])[c:40]1[cH:41][cH:42][cH:43][cH:44][cH:45]1.[C:46]([Cl:47])([Cl:48])([Cl:49])[Cl:50].[CH2:1]([CH3:2])[O:3][C:4]([CH:5]=[C:6]([CH3:7])[O:8][c:9]1[cH:10][cH:11][cH:12][c:13]2[cH:14][cH:15][cH:16][cH:17][c:18]12)=[O:19]>>[CH2:1]([CH3:2])[O:3][C:4]([CH:5]=[C:6]([CH2:7][Br:20])[O:8][c:9]1[cH:10][cH:11][cH:12][c:13]2[cH:14][cH:15][cH:16][cH:17][c:18]12)=[O:19]. Starting materials: C(C(C)C)Br (isobutyl bromide), OC=1C=C(C(=O)OCC)C=CC1 (ethyl 3-hydroxybenzoate), C([O-])([O-])=O.[K+].[K+] (potassium carbonate), C(CC)OC=1C=C(C(=O)O)C=CC1 (3-Propoxy-benzoic acid). The product is C(C(C)C)OC=1C=C(C(=O)O)C=CC1 (3-isobutoxy-benzoic acid). Reaction SMILES: [CH2:1](Br)[CH:2]([CH3:4])[CH3:3].[OH:6][C:7]1[CH:8]=[C:9]([CH:15]=[CH:16][CH:17]=1)[C:10]([O:12]CC)=[O:11].C(=O)([O-])[O-].[K+].[K+].C(OC1C=C(C=CC=1)C(O)=O)CC>>[CH2:1]([O:6][C:7]1[CH:8]=[C:9]([CH:15]=[CH:16][CH:17]=1)[C:10]([OH:12])=[O:11])[CH:2]([CH3:4])[CH3:3] |f:2.3.4|. Reported procedure: The reaction of isobutyl bromide and ethyl 3-hydroxybenzoate in the presence of potassium carbonate was performed as described for Compound 24 to give 3-isobutoxy-benzoic acid as white powder. 1H-NMR (400 MHz, d6-DMSO): 12.94 (s, COOH); 7.48 (m, 1 arom. H); 7.40 (m, 2 arom. H); 7.12 (m, 1 arom. H); 3.76 (d, J=6.4, (CH3)2CHCH2O); 2.00 (m, (CH3)2CHCH2O); 0.96 (d, J=6.4, (CH3)2CHCH2O). 13C-NMR (100 MHz, d6-DMSO): 167.11 (—C═O); 158.73; 132.12; 129.68; 121.42; 119.35; 114.46; 73.46; 27.66; 18.98 (2 ...